Task: describe an organic reaction: reactants, conditions, products, and yield. Dataset: the Open Reaction Database (ORD), a public repository of structured organic reaction records Starting materials: C(C)(C)OC(C)C (diisopropyl ether), C1(=CC=CC=C1)OC (anisole), FC(C(=O)O)(F)F (trifluoroacetic acid), FC(C(=O)[O-])(F)F.C(C1=CC=CC=C1)(C1=CC=CC=C1)(C1=CC=CC=C1)NC=1SC=C(N1)C(C(=O)NC1[C@@H]2N(C(=C(CS2)C([NH+]2CCCC2)C)C(=O)OC(C2=CC=CC=C2)C2=CC=CC=C2)C1=O)=NOC(F)F (benzhydryl 7-[2-(2-tritylaminothiazol-4-yl)-2-difluoromethoxyiminoacetamido]-3-(1-methyl-1-pyrrolidiniomethyl)-3-cephem-4-carboxylate trifluoroacetate). The solvent is C(Cl)Cl (methylene chloride). Conditions: time 1 hour. Product: NC=1SC=C(N1)C(C(=O)NC1[C@@H]2N(C(=C(CS2)C([NH+]2CCCC2)C)C(=O)[O-])C1=O)=NOC(F)F (7-[2-(2-aminothiazol-4-yl)-2-difluoromethoxyiminoacetamido]-3-(1-methyl-1-pyrrolidiniomethyl)-3-cephem-4-carboxylate). Isolated yield 72.4%. RXN SMILES: FC(F)(F)C([O-])=O.C([NH:27][C:28]1[S:29][CH:30]=[C:31]([C:33](=[N:69][O:70][CH:71]([F:73])[F:72])[C:34]([NH:36][CH:37]2[C:67](=[O:68])[N:39]3[C:40]([C:51]([O:53]C(C4C=CC=CC=4)C4C=CC=CC=4)=[O:52])=[C:41]([CH:44]([CH3:50])[NH+:45]4[CH2:49][CH2:48][CH2:47][CH2:46]4)[CH2:42][S:43][C@H:38]23)=[O:35])[N:32]=1)(C1C=CC=CC=1)(C1C=CC=CC=1)C1C=CC=CC=1.C1(OC)C=CC=CC=1.FC(F)(F)C(O)=O.C(OC(C)C)(C)C>C(Cl)Cl>[NH2:27][C:28]1[S:29][CH:30]=[C:31]([C:33](=[N:69][O:70][CH:71]([F:72])[F:73])[C:34]([NH:36][CH:37]2[C:67](=[O:68])[N:39]3[C:40]([C:51]([O-:53])=[O:52])=[C:41]([CH:44]([CH3:50])[NH+:45]4[CH2:49][CH2:48][CH2:47][CH2:46]4)[CH2:42][S:43][C@H:38]23)=[O:35])[N:32]=1 |f:0.1|. Reported procedure: A solution of benzhydryl 7-[2-(2-tritylaminothiazol-4-yl)-2-difluoromethoxyiminoacetamido]-3-(1-methyl-1-pyrrolidiniomethyl)-3-cephem-4-carboxylate trifluoroacetate (syn isomer) (1.25 g) in methylene chloride (4 ml) was stirred at 0°-5° C., and anisole (2.6 ml) and trifluoroacetic acid (5.2 ml) were added thereto. The mixture was stirred for one hour at 0°-5° C. To the reaction mixture was added diisopropyl ether, and the resultant precipitates were collected by filtration, washed with diisoprop... Reactants: C(Cl)(Cl)Cl (CHCl3), C[Sn](C=1C=CC=2C(C3=CC(=CC=C3C2C1)CO)=O)(C)C (3-trimethylstannyl-7-hydroxymethyl-9-fluorenone), C1(=CC=CC=C1)CC(=O)N[C@H]1[C@@H]2N(C(=C(CS2)OS(=O)(=O)C(F)(F)F)C(=O)OC(C2=CC=CC=C2)C2=CC=CC=C2)C1=O (Benzhydryl 7β-phenylacetamido-3-trifluormethanesulfonyloxy-ceph-3-em-4-carboxylate). Reagents/catalysts: C=1C=CC(=CC1)/C=C/C(=O)/C=C/C2=CC=CC=C2.C=1C=CC(=CC1)/C=C/C(=O)/C=C/C2=CC=CC=C2.C=1C=CC(=CC1)/C=C/C(=O)/C=C/C2=CC=CC=C2.[Pd].[Pd] (Pd2 (dba)3), [Cl-].[Zn+2].[Cl-] (Zinc chloride). Solvent: C(C)(=O)OCC (ethyl acetate), CN1C(CCC1)=O (N-methylpyrrolidone). Yields the product C1(=CC=CC=C1)CC(=O)N[C@H]1[C@@H]2N(C(=C(CS2)C=2C=CC=3C(C4=CC(=CC=C4C3C2)CO)=O)C(=O)OC(C2=CC=CC=C2)C2=CC=CC=C2)C1=O (BENZHYDRYL 7β-PHENYLACETAMIDO-3-(7-HYDROXYMETHYL-9-FLUORENON-3-YL)-CEPH-3-EM-4-CARBOXYLATE). Yield: 61.2%. RXN SMILES: [C:1]1([CH2:7][C:8]([NH:10][C@@H:11]2[C:42](=[O:43])[N:13]3[C:14]([C:26]([O:28][CH:29]([C:36]4[CH:41]=[CH:40][CH:39]=[CH:38][CH:37]=4)[C:30]4[CH:35]=[CH:34][CH:33]=[CH:32][CH:31]=4)=[O:27])=[C:15](OS(C(F)(F)F)(=O)=O)[CH2:16][S:17][C@H:12]23)=[O:9])[CH:6]=[CH:5][CH:4]=[CH:3][CH:2]=1.C[Sn](C)(C)[C:46]1[CH:47]=[CH:48][C:49]2[C:50](=[O:61])[C:51]3[C:56]([C:57]=2[CH:58]=1)=[CH:55][CH:54]=[C:53]([CH2:59][OH:60])[CH:52]=3.C(Cl)(Cl)Cl>CN1CCCC1=O.C(OCC)(=O)C.[Cl-].[Zn+2].[Cl-].C1C=CC(/C=C/C(/C=C/C2C=CC=CC=2)=O)=CC=1.C1C=CC(/C=C/C(/C=C/C2C=CC=CC=2)=O)=CC=1.C1C=CC(/C=C/C(/C=C/C2C=CC=CC=2)=O)=CC=1.[Pd].[Pd]>[C:1]1([CH2:7][C:8]([NH:10][C@@H:11]2[C:42](=[O:43])[N:13]3[C:14]([C:26]([O:28][CH:29]([C:36]4[CH:37]=[CH:38][CH:39]=[CH:40][CH:41]=4)[C:30]4[CH:31]=[CH:32][CH:33]=[CH:34][CH:35]=4)=[O:27])=[C:15]([C:46]4[CH:47]=[CH:48][C:49]5[C:50](=[O:61])[C:51]6[C:56]([C:57]=5[CH:58]=4)=[CH:55][CH:54]=[C:53]([CH2:59][OH:60])[CH:52]=6)[CH2:16][S:17][C@H:12]23)=[O:9])[CH:2]=[CH:3][CH:4]=[CH:5][CH:6]=1 |f:5.6.7,8.9.10.11.12|. Procedure details: Benzhydryl 7β-phenylacetamido-3-trifluormethanesulfonyloxy-ceph-3-em-4-carboxylate (1.26 g) was dissolved in N-methylpyrrolidone (NMP) and treated with 3-trimethylstannyl-7-hydroxymethyl-9-fluorenone (0.742 g). Zinc chloride (4.0 ml, 1.0M solution in ether) was added followed by Pd2 (dba)3.CHCl3 (60 mg) and the reaction mixture was stirred under nitrogen for 45 min. The reaction mixture was diluted with ethyl acetate and washed with water five times, then with saturated sodium chloride solution ... Starting materials: C(C1=CC=CC=C1)N1CCC(CC1)(C1=CC=CC=C1)NC(C)=O (N-(1-Benzyl-4-phenyl-4-piperidinyl)acetamide). Reagents/catalysts: [OH-].[Pd+2].[OH-] (palladium hydroxide). Run in CO (methanol). Reaction conditions: time 18 hour. Product: C1(=CC=CC=C1)C1(CCNCC1)NC(C)=O (N-(4-Phenyl-4-piperidinyl)acetamide). RXN SMILES: C([N:8]1[CH2:13][CH2:12][C:11]([NH:20][C:21](=[O:23])[CH3:22])([C:14]2[CH:19]=[CH:18][CH:17]=[CH:16][CH:15]=2)[CH2:10][CH2:9]1)C1C=CC=CC=1>CO.[OH-].[Pd+2].[OH-]>[C:14]1([C:11]2([NH:20][C:21](=[O:23])[CH3:22])[CH2:12][CH2:13][NH:8][CH2:9][CH2:10]2)[CH:15]=[CH:16][CH:17]=[CH:18][CH:19]=1 |f:2.3.4|. Procedure details: A mixture of N-(1-Benzyl-4-phenyl-4-piperidinyl)acetamide (Bioorg. Med. Chem. Lett. 1996; 6(19); 2307) (49 g, 158 mmol), and palladium hydroxide (5 g) in methanol (600 ml) was hydrogenated at 50 psi and room temperature for 18 hours. The mixture was filtered, the filtrate concentrated under reduced pressure and the residue azeotroped with dichloromethane to give the title compound as a foam. Reactants: [H-].[Na+] (sodium hydride), FC1=C(C=CC(=C1)F)C1CC(CC(C1)=O)=O (5-(2,4-difluorophenyl)cyclohexane-1,3-dione), ClCC(C)=O (chloroacetone). Run in CN(C=O)C (dimethylformamide). Reaction conditions: time 1 hour. The product is FC1=C(C=CC(=C1)F)C1CC2=C(C(=CO2)C)C(C1)=O (6-(2,4-difluorophenyl)-3-methyl-4,5,6,7-tetrahydrobenzofuran-4-one). Isolated yield 5.6%. Reaction SMILES: [H-].[Na+].[F:3][C:4]1[CH:9]=[C:8]([F:10])[CH:7]=[CH:6][C:5]=1[CH:11]1[CH2:16][C:15](=[O:17])[CH2:14][C:13](=[O:18])[CH2:12]1.Cl[CH2:20][C:21](=O)[CH3:22]>CN(C)C=O>[F:3][C:4]1[CH:9]=[C:8]([F:10])[CH:7]=[CH:6][C:5]=1[CH:11]1[CH2:12][C:13](=[O:18])[C:14]2[C:21]([CH3:22])=[CH:20][O:17][C:15]=2[CH2:16]1 |f:0.1|. Procedure: In dimethylformamide (10 ml) was suspended 60% sodium hydride (0.39 g, washed with hexane thrice), and to the suspension was added 5-(2,4-difluorophenyl)cyclohexane-1,3-dione (2.0 g) and then was added chloroacetone (0.83 g). The mixture was stirred at room temperature for 1 hour and then at 150° C. for 12 hours. Under reduced pressure, the solvent was evaporated, and the residue was dissolved in ethyl acetate. The solution was washed with water and saturated brine, dried with magnesium sulfate ... The reactants are O=C(Cl)C(=O)Cl, ClCCl, O=C(O)Cc1ccc([N+](=O)[O-])cc1, CN(C)C=O. The product is [Cl-], O=C(O)Cc1ccc([N+](=O)[O-])cc1. As a reaction SMILES: [Cl:1][C:2]([C:3]([Cl:4])=[O:5])=[O:6].[Cl:25][CH2:26][Cl:27].[N+:7](=[O:8])([O-:9])[c:10]1[cH:11][cH:12][c:13]([CH2:16][C:17](=[O:18])[OH:19])[cH:14][cH:15]1.[O:20]=[CH:21][N:22]([CH3:23])[CH3:24]>>[Cl-:1].[N+:7](=[O:8])([O-:9])[c:10]1[cH:11][cH:12][c:13]([CH2:16][C:17](=[O:18])[OH:19])[cH:14][cH:15]1.